describe an organic reaction: reactants, conditions, products, and yield From a dataset of the Open Reaction Database (ORD), a public repository of structured organic reaction records. Procedure details: The formate ester (e4, 10 mg) was dissolved in 30% aqueous 1,4-dioxan (10 ml) and shaken with hydrogen in the presence of 5% palladium on carbon catalyst (15 mg) for 3.5 hours. Sodium bicarbonate (2.3 mg) was then added and the solution filtered through Celite, washing well with water (20 ml). The filtrate was concentrated at reduced pressure to approximately 15 ml and washed with ethylacetate (3×20 ml). The resulting aqueous solution was estimated to contain 2.2 mg of the title compound (e7) ba... Yields the product C(C)(=O)N/C=C/SC1=C(N2C([C@@H]([C@H]2C1)[C@@H](C)OC=O)=O)C(=O)[O-].[Na+] (Sodium (5R,6S)-3-(E-2-acetamidoethenylthio)-6-[(R)-1-formyloxyethyl]-7-oxo-1-azabicyclo[3.2.0]hept-2-ene-2-carboxylate). Reagents/catalysts: [Pd] (palladium on carbon). Run in O1CCOCC1 (1,4-dioxan). As a reaction SMILES: [C:1]([NH:4]/[CH:5]=[CH:6]/[S:7][C:8]1[CH2:14][C@H:13]2[N:10]([C:11](=[O:20])[C@@H:12]2[C@H:15]([O:17][CH:18]=[O:19])[CH3:16])[C:9]=1[C:21]([O:23]CC1C=CC([N+]([O-])=O)=CC=1)=[O:22])(=[O:3])[CH3:2].[H][H].C(=O)(O)[O-].[Na+:40]>O1CCOCC1.[Pd]>[C:1]([NH:4]/[CH:5]=[CH:6]/[S:7][C:8]1[CH2:14][C@H:13]2[N:10]([C:11](=[O:20])[C@@H:12]2[C@H:15]([O:17][CH:18]=[O:19])[CH3:16])[C:9]=1[C:21]([O-:23])=[O:22])(=[O:3])[CH3:2].[Na+:40] |f:2.3,6.7|. Reactants: [H][H] (hydrogen), C(C)(=O)N/C=C/SC1=C(N2C([C@@H]([C@H]2C1)[C@@H](C)OC=O)=O)C(=O)OCC1=CC=C(C=C1)[N+](=O)[O-] (p-nitrobenzyl (5R,6S)-3-(E-2-acetamidoethenylthio)-6-[(R)-1-formyloxyethyl]-7-oxo-1-azabicyclo[3.2.0]hept-2-ene-2-carboxylate), C([O-])(O)=O.[Na+] (Sodium bicarbonate). Starting materials: C(=O)(O)CC=1C=C(C=CC1)CC(=O)O ((3-carboxymethyl-phenyl)-acetic acid), COC1=C(C=CC=C1)CCN (2-(2-methoxy-phenyl)-ethylamine), ON1N=NC2=C1C=CC=C2 (1-hydroxybenzotriazole), CCN(C(C)C)C(C)C (Hunigs base), Cl.CN(CCCN=C=NCC)C (1-(3-dimethylaminopropyl)-3-ethylcarbodiimide hydrochloride). The product is COC1=C(C=CC=C1)CCNC(=O)CC=1C=C(C=CC1)CC(=O)O ((3-{[2-(2-Methoxy-phenyl)-ethylcarbamoyl]-methyl}-phenyl)-acetic acid). Yield: 30.5%. As a reaction SMILES: [C:1]([CH2:4][C:5]1[CH:6]=[C:7]([CH2:11][C:12]([OH:14])=[O:13])[CH:8]=[CH:9][CH:10]=1)([OH:3])=O.[CH3:15][O:16][C:17]1[CH:22]=[CH:21][CH:20]=[CH:19][C:18]=1[CH2:23][CH2:24][NH2:25].ON1C2C=CC=CC=2N=N1.CCN(C(C)C)C(C)C.Cl.CN(C)CCCN=C=NCC>>[CH3:15][O:16][C:17]1[CH:22]=[CH:21][CH:20]=[CH:19][C:18]=1[CH2:23][CH2:24][NH:25][C:1]([CH2:4][C:5]1[CH:6]=[C:7]([CH2:11][C:12]([OH:14])=[O:13])[CH:8]=[CH:9][CH:10]=1)=[O:3] |f:4.5|. Reported procedure: Prepared from (3-carboxymethyl-phenyl)-acetic acid (2.00 g), 2-(2-methoxy-phenyl)-ethylamine (1.60 g), 1-hydroxybenzotriazole (1.40 g), Hunigs base (1.8 mL), 1-(3-dimethylaminopropyl)-3-ethylcarbodiimide hydrochloride (2.00 g), using the method of Example 44 (step a), to give 1.03 g of the sub-titled compound as a white solid. The reactants are N1C=CC2=CC=C(C=C12)C(=O)O (1H-indole-6-carboxylic acid), S(O)(O)(=O)=O (sulfuric acid), CO (methanol). Product: COC(=O)C1=CC=C2C=CNC2=C1 (1H-Indole-6-carboxylic Acid Methyl Ester). As a reaction SMILES: [NH:1]1[C:9]2[C:4](=[CH:5][CH:6]=[C:7]([C:10]([OH:12])=[O:11])[CH:8]=2)[CH:3]=[CH:2]1.S(=O)(=O)(O)O.[CH3:18]O>>[CH3:18][O:11][C:10]([C:7]1[CH:8]=[C:9]2[C:4]([CH:3]=[CH:2][NH:1]2)=[CH:5][CH:6]=1)=[O:12]. Procedure details: A solution of 1H-indole-6-carboxylic acid (10 g) in methanol (300 mL) was treated with concentrated sulfuric acid (0.5 mL) then heated on a steam bath for 10 hours. The solvent was removed under reduced pressure and the residue partitioned between saturated sodium bicarbonate solution (150 mL) and dichloromethane (150 mL). The aqueous layer was further extracted twice with dichloromethane (150 mL). The combined organics were dried over sodium sulfate then evaporated. The residue was subjected to... The reactants are C1(CC1)COC(=O)SC1C(C(N1C(C(=O)OCC(Cl)(Cl)Cl)=C(CBr)O)=O)NC(COC1=CC=CC=C1)=O (2,2,2-trichloroethyl α-[4-cyclopropylmethoxycarbonylthio-3-phenoxyacetamido-2-oxoazetidine-1-yl]-α-(2-bromo-1-hydroxyethylidene)acetate), [Cl-].[Al+3].[Cl-].[Cl-] (aluminum chloride). Run in C(Cl)Cl (methylene chloride). Conditions: time 60 minute. Yields the product O(C1=CC=CC=C1)CC(=O)NC1[C@@H]2N(C(C(CS2)=O)C(=O)OCC(Cl)(Cl)Cl)C1=O (2,2,2-trichloroethyl 7-phenoxyacetamido-3-oxocepham-4-carboxylate). Yield: 124.7%. As a reaction SMILES: C1(CO[C:6]([S:8][CH:9]2[N:12]([C:13](=[C:22]([OH:25])CBr)[C:14]([O:16][CH2:17][C:18]([Cl:21])([Cl:20])[Cl:19])=[O:15])[C:11](=[O:26])[CH:10]2[NH:27][C:28](=[O:37])[CH2:29][O:30][C:31]2[CH:36]=[CH:35][CH:34]=[CH:33][CH:32]=2)=O)CC1.[Cl-].[Al+3].[Cl-].[Cl-]>C(Cl)Cl>[O:30]([CH2:29][C:28]([NH:27][CH:10]1[C:11](=[O:26])[N:12]2[CH:13]([C:14]([O:16][CH2:17][C:18]([Cl:19])([Cl:21])[Cl:20])=[O:15])[C:22](=[O:25])[CH2:6][S:8][C@H:9]12)=[O:37])[C:31]1[CH:32]=[CH:33][CH:34]=[CH:35][CH:36]=1 |f:1.2.3.4|. Procedure details: To a stirred solution of 2,2,2-trichloroethyl α-[4-cyclopropylmethoxycarbonylthio-3-phenoxyacetamido-2-oxoazetidine-1-yl]-α-(2-bromo-1-hydroxyethylidene)acetate (330 mg) in methylene chloride (6 ml) is added aluminum chloride (330 mg) at room temperature, and the mixture is stirred for 60 minutes. The reaction mixture is poured into ice cold diluted hydrochloric acid, and is extracted with ethyl acetate. The extract solution is washed with diluted hydrochloric acid and water, dried, and evaporat...